describe an organic reaction: reactants, conditions, products, and yield From a dataset of the Open Reaction Database (ORD), a public repository of structured organic reaction records. The reactants are C(C)(C)(C)C1=CC=C(C=C1)N1[C@H](CC[C@@H]1C1=CC2=C(N(C(=N2)[C@H]2N(CCC2)C(=O)OC(C)(C)C)COCC[Si](C)(C)C)C=C1F)C1=CC2=C(N(C(=N2)[C@@H]2N(CCC2)C(=O)OC(C)(C)C)COCC[Si](C)(C)C)C=C1F (di-tert-butyl (2S,2′R)-2,2′-{[(2R,5R)-1-(4-tert-butylphenyl)pyrrolidine-2,5-diyl]bis(6-fluoro-1-{[2-(trimethylsilyl)ethoxy]methyl}-1H-benzimidazole-5,2-diyl)}dipyrrolidine-1-carboxylate), Cl.O1CCOCC1 (HCl dioxane). The solvent is O1CCOCC1 (dioxane). Conditions: temperature 50 celsius, time 2 hour. Product: C(C)(C)(C)C1=CC=C(C=C1)N1[C@H](CC[C@@H]1C=1C(=CC2=C(NC(=N2)[C@H]2NCCC2)C1)F)C=1C(=CC2=C(NC(=N2)[C@H]2NCCC2)C1)F (6,6′-[(2R,5R)-1-(4-tert-butylphenyl)pyrrolidine-2,5-diyl]bis{5-fluoro-2-[(2S)-pyrrolidin-2-yl]-1H-benzimidazole}). RXN SMILES: [C:1]([C:5]1[CH:10]=[CH:9][C:8]([N:11]2[C@@H:15]([C:16]3[C:44]([F:45])=[CH:43][C:19]4[N:20](COCC[Si](C)(C)C)[C:21]([C@@H:23]5[CH2:27][CH2:26][CH2:25][N:24]5C(OC(C)(C)C)=O)=[N:22][C:18]=4[CH:17]=3)[CH2:14][CH2:13][C@@H:12]2[C:46]2[C:74]([F:75])=[CH:73][C:49]3[N:50](COCC[Si](C)(C)C)[C:51]([C@H:53]4[CH2:57][CH2:56][CH2:55][N:54]4C(OC(C)(C)C)=O)=[N:52][C:48]=3[CH:47]=2)=[CH:7][CH:6]=1)([CH3:4])([CH3:3])[CH3:2].Cl.O1CCOCC1>O1CCOCC1>[C:1]([C:5]1[CH:6]=[CH:7][C:8]([N:11]2[C@@H:15]([C:16]3[C:44]([F:45])=[CH:43][C:19]4[N:20]=[C:21]([C@@H:23]5[CH2:27][CH2:26][CH2:25][NH:24]5)[NH:22][C:18]=4[CH:17]=3)[CH2:14][CH2:13][C@@H:12]2[C:46]2[C:74]([F:75])=[CH:73][C:49]3[N:50]=[C:51]([C@@H:53]4[CH2:57][CH2:56][CH2:55][NH:54]4)[NH:52][C:48]=3[CH:47]=2)=[CH:9][CH:10]=1)([CH3:4])([CH3:2])[CH3:3] |f:1.2|. Procedure details: To a solution of di-tert-butyl (2S,2′R)-2,2′-{[(2R,5R)-1-(4-tert-butylphenyl)pyrrolidine-2,5-diyl]bis(6-fluoro-1-{[2-(trimethylsilyl)ethoxy]methyl}-1H-benzimidazole-5,2-diyl)}dipyrrolidine-1-carboxylate (44 mg, 0.04 mmol) in dioxane (1 mL) was added 4 M HCl/dioxane (1 mL, 4.0 mmol) and the solution was stirred at 50° C. for 2 hours. The cooled solution was concentrated and placed under vacuum for 1 hour to provide the crude title compound that was used without purification.